From a dataset of the Open Reaction Database (ORD), a public repository of structured organic reaction records. describe an organic reaction: reactants, conditions, products, and yield Starting materials: ClC=1C=C(C=C(C1)Cl)NN (3,5-dichlorophenylhydrazine), C([O-])(O)=O.[Na+] (sodium bicarbonate), C(C(=O)C)(=O)OCC (ethyl pyruvate), S(O)(O)(=O)=O (sulfuric acid). Solvent: O (water), C(C)O (ethanol), C(C)(=O)OCC (ethyl acetate). Reaction conditions: time 3 hour. The product is ClC=1C=C(C=C(C1)Cl)NN=C(C(=O)OCC)C (ethyl pyruvate-3,5-dichlorophenylhydrazone). RXN SMILES: [Cl:1][C:2]1[CH:3]=[C:4]([NH:9][NH2:10])[CH:5]=[C:6]([Cl:8])[CH:7]=1.[C:11]([O:16][CH2:17][CH3:18])(=[O:15])[C:12]([CH3:14])=O.S(=O)(=O)(O)O.C(=O)(O)[O-].[Na+]>O.C(OCC)(=O)C.C(O)C>[Cl:1][C:2]1[CH:3]=[C:4]([NH:9][N:10]=[C:12]([CH3:14])[C:11]([O:16][CH2:17][CH3:18])=[O:15])[CH:5]=[C:6]([Cl:8])[CH:7]=1 |f:3.4|. Reported procedure: Combine 3,5-dichlorophenylhydrazine (300 g) and ethanol (2 L). Add ethyl pyruvate (153.6 mL) and sulfuric acid (25 mL). After 3 hours, evaporate in vacuo to obtain a residue. Cover the residue with ethyl acetate and water. Add solid sodium bicarbonate until the aqueous layer is neutralized. Separate the layers and extract the aqueous layer with ethyl acetate. Combine the organic layers, dry over MgSO4, filter, and evaporate in vacuo to give ethyl pyruvate-3,5-dichlorophenylhydrazone. Reactants: C(C)C=1C=CC(=NC1)CCOC1=CC=C(C=C2C(NC(S2)=O)=O)C=C1 (5-{4-[2-(5-ethyl-2-pyridyl)ethoxy]benzylidene}-2,4-thiazolidinedione). Solvent: CN(C=O)C (dimethylformamide). Procedure details: To a dimethylformamide solution of 5-{4-[2-(5-ethyl-2-pyridyl)ethoxy]benzylidene}-2,4-thiazolidinedione (1.0 g) was added palladium black (0.2 g) and catalytic reduction was carried out at 50° C. and 50 kg/cm2 for 5 hours. The catalyst was filtered off and the filtrate was concentrated to dryness. The residue was dissolved in 6N-hydrochloric acid and the solution was neutralized with sodium hydrogen carbonate to give 5-{4-[2-(5-ethyl-2-pyridyl)ethoxy]benzyl}-2,4-thiazolidinedione as crystals. Yi... The reagents and catalysts are [Pd] (palladium black). RXN SMILES: [CH2:1]([C:3]1[CH:4]=[CH:5][C:6]([CH2:9][CH2:10][O:11][C:12]2[CH:25]=[CH:24][C:15]([CH:16]=[C:17]3[S:21][C:20](=[O:22])[NH:19][C:18]3=[O:23])=[CH:14][CH:13]=2)=[N:7][CH:8]=1)[CH3:2]>[Pd].CN(C)C=O>[CH2:1]([C:3]1[CH:4]=[CH:5][C:6]([CH2:9][CH2:10][O:11][C:12]2[CH:25]=[CH:24][C:15]([CH2:16][CH:17]3[S:21][C:20](=[O:22])[NH:19][C:18]3=[O:23])=[CH:14][CH:13]=2)=[N:7][CH:8]=1)[CH3:2]. Product: C(C)C=1C=CC(=NC1)CCOC1=CC=C(CC2C(NC(S2)=O)=O)C=C1 (5-{4-[2-(5-ethyl-2-pyridyl)ethoxy]benzyl}-2,4-thiazolidinedione). Reaction conditions: time 5 hour. The reactants are FC(C=1C=C(CN2C(C3=C(OCCC2)N=C(C=C3C3=C(C=CC=C3)C)Cl)=O)C=C(C1)C(F)(F)F)(F)F (5-[3,5-bis(trifluoromethyl)benzyl]-9-chloro-7-(2-methylphenyl)-6-oxo-2,3,4,5-tetrahydro-6H-pyrido[2,3-b][1,5]oxazocine), N1(CCCC1)C1CCNCC1 (4-(pyrrolidine-1-yl)piperidine). The product is FC(C=1C=C(CN2C(C3=C(OCCC2)N=C(C=C3C3=C(C=CC=C3)C)N3CCC(CC3)N3CCCC3)=O)C=C(C1)C(F)(F)F)(F)F (5-[3,5-bis(trifluoromethyl)benzyl]-7-(2-methylphenyl)-6-oxo-9-[4-(pyrrolidine-1-yl)piperidine-1-yl]-2,3,4,5-tetrahydro-6H-pyrido[2,3-b][1,5]oxazocine). Yield: 47.6%. As a reaction SMILES: [F:1][C:2]([F:36])([F:35])[C:3]1[CH:4]=[C:5]([CH:28]=[C:29]([C:31]([F:34])([F:33])[F:32])[CH:30]=1)[CH2:6][N:7]1[CH2:14][CH2:13][CH2:12][O:11][C:10]2[N:15]=[C:16](Cl)[CH:17]=[C:18]([C:19]3[CH:24]=[CH:23][CH:22]=[CH:21][C:20]=3[CH3:25])[C:9]=2[C:8]1=[O:27].[N:37]1([CH:42]2[CH2:47][CH2:46][NH:45][CH2:44][CH2:43]2)[CH2:41][CH2:40][CH2:39][CH2:38]1>>[F:1][C:2]([F:36])([F:35])[C:3]1[CH:4]=[C:5]([CH:28]=[C:29]([C:31]([F:34])([F:33])[F:32])[CH:30]=1)[CH2:6][N:7]1[CH2:14][CH2:13][CH2:12][O:11][C:10]2[N:15]=[C:16]([N:45]3[CH2:46][CH2:47][CH:42]([N:37]4[CH2:41][CH2:40][CH2:39][CH2:38]4)[CH2:43][CH2:44]3)[CH:17]=[C:18]([C:19]3[CH:24]=[CH:23][CH:22]=[CH:21][C:20]=3[CH3:25])[C:9]=2[C:8]1=[O:27]. Procedure details: In a similar manner to Example 1, 5-[3,5-bis(trifluoromethyl)benzyl]-9-chloro-7-(2-methylphenyl)-6-oxo-2,3,4,5-tetrahydro-6H-pyrido[2,3-b][1,5]oxazocine (100 mg) was reacted with 4-(pyrrolidine-1-yl)piperidine (70.2 mg) to obtain 5-[3,5-bis(trifluoromethyl)benzyl]-7-(2-methylphenyl)-6-oxo-9-[4-(pyrrolidine-1-yl)piperidine-1-yl]-2,3,4,5-tetrahydro-6H-pyrido[2,3-b][1,5]oxazocine (58.2 mg, 48%). Reactants: C(C)(C)(C)OC(=O)N1[C@@H](CC(C1)=NOC)C(=O)O ((2S,4EZ)-1-(tert-butoxycarbonyl)-4-(methoxyimino)-2-pyrrolidinecarboxylic acid), C1(=CC=C(C=C1)C(=O)Cl)C1=CC=CC=C1 ([1,1′-biphenyl]-4-carbonyl chloride), NCCCO (3-amino-1-propanol). Yields the product C1(=CC=C(C=C1)C(=O)N1[C@@H](CC(C1)=NOC)C(=O)NCCCO)C1=CC=CC=C1 ((2S,4EZ)-1-([1,1′-biphenyl]-4-ylcarbonyl)-N-(3-hydroxypropyl)-4-(methoxyimino)-2-pyrrolidinecarboxamide). Reaction SMILES: C(O[C:6]([N:8]1[CH2:12][C:11](=[N:13][O:14][CH3:15])[CH2:10][C@H:9]1[C:16]([OH:18])=O)=[O:7])(C)(C)C.[C:19]1([C:28]2[CH:33]=[CH:32][CH:31]=[CH:30][CH:29]=2)[CH:24]=[CH:23][C:22](C(Cl)=O)=[CH:21][CH:20]=1.[NH2:34][CH2:35][CH2:36][CH2:37][OH:38]>>[C:28]1([C:19]2[CH:20]=[CH:21][CH:22]=[CH:23][CH:24]=2)[CH:29]=[CH:30][C:31]([C:6]([N:8]2[CH2:12][C:11](=[N:13][O:14][CH3:15])[CH2:10][C@H:9]2[C:16]([NH:34][CH2:35][CH2:36][CH2:37][OH:38])=[O:18])=[O:7])=[CH:32][CH:33]=1. Procedure details: Following the general method as outlined in Example 22, starting from (2S,4EZ)-1-(tert-butoxycarbonyl)-4-(methoxyimino)-2-pyrrolidinecarboxylic acid, [1,1′-biphenyl]-4-carbonyl chloride, and 3-amino-1-propanol, the title compound was obtained in 81% purity by HPLC. MS(ESI+): m/z=395. The reactants are F[C@@H]1CN(C[C@H]1CNC(=O)OCC1=CC=CC=C1)C(=O)OC(C)(C)C ((±)-1,1-dimethylethyl trans-3-fluoro-4-[({[(phenylmethyl)oxy]carbonyl}amino)methyl]-1-pyrrolidinecarboxylate), C(=O)(C(F)(F)F)O (TFA), CC[NH+](CC)CC.CC[NH+](CC)CC.C(=O)([O-])[O-] (MP-carbonate resin). Run in C(Cl)Cl (DCM). Reaction conditions: time 2 hour. Yields the product F[C@@H]1[C@@H](CNC1)CNC(OCC1=CC=CC=C1)=O ((±)-phenylmethyl {[cis-4-fluoro-3-pyrrolidinyl]methyl}carbamate). The yield is 75.4%. Reaction SMILES: [F:1][C@H:2]1[C@H:6]([CH2:7][NH:8][C:9]([O:11][CH2:12][C:13]2[CH:18]=[CH:17][CH:16]=[CH:15][CH:14]=2)=[O:10])[CH2:5][N:4](C(OC(C)(C)C)=O)[CH2:3]1.C(O)(C(F)(F)F)=O.CC[NH+](CC)CC.CC[NH+](CC)CC.C([O-])([O-])=O>C(Cl)Cl>[F:1][C@H:2]1[CH2:3][NH:4][CH2:5][C@H:6]1[CH2:7][NH:8][C:9](=[O:10])[O:11][CH2:12][C:13]1[CH:18]=[CH:17][CH:16]=[CH:15][CH:14]=1 |f:2.3.4|. Procedure: To a solution of (±)-1,1-dimethylethyl trans-3-fluoro-4-[({[(phenylmethyl)oxy]carbonyl}amino)methyl]-1-pyrrolidinecarboxylate (1.0 g, 2.84 mmole) in DCM (50 mL) at RT was added TFA (25 mL). After 2 h, the reaction solution was concentrated under vacuum and the residue placed under high vacuum for 3 hr. The residue was dissolved in DCM (200 mL) and MP-carbonate resin (11.4 mmole, 4.2 g) was added with vigorous stirring at RT. After 4 h, the reaction contents were filtered through a scintered-glas... The reactants are N#Cc1cccc(CBr)c1, CCN(C(C)C)C(C)C, COCCO, CCOC(C)=O. Product: COCCOCc1cccc(C#N)c1. Reaction SMILES: [Br:1][CH2:2][c:3]1[cH:4][c:5]([C:6]#[N:7])[cH:8][cH:9][cH:10]1.[CH2:11]([N:12]([CH:13]([CH3:14])[CH3:15])[CH:16]([CH3:17])[CH3:18])[CH3:19].[CH3:20][O:21][CH2:22][CH2:23][OH:24].[CH3:25][CH2:26][O:27][C:28]([CH3:29])=[O:30]>>[CH2:2]([c:3]1[cH:4][c:5]([C:6]#[N:7])[cH:8][cH:9][cH:10]1)[O:24][CH2:23][CH2:22][O:21][CH3:20]. Starting materials: N#Cc1ccc(B(O)O)cc1, CC(=O)[O-], CC(=O)[O-], ClCCl, [Cu+2], CC(C)N1CCN(C(=O)c2ccc3[nH]c(C(=O)N4CCS(=O)(=O)CC4)cc3c2)CC1, c1ccncc1. The product is CC(C)N1CCN(C(=O)c2ccc3c(c2)cc(C(=O)N2CCS(=O)(=O)CC2)n3-c2ccc(C#N)cc2)CC1. Reaction SMILES: [C:31](#[N:32])[c:33]1[cH:34][cH:35][c:36]([B:39]([OH:40])[OH:41])[cH:37][cH:38]1.[C:51]([O-:52])(=[O:53])[CH3:54].[C:56]([O-:57])(=[O:58])[CH3:59].[Cl:48][CH2:49][Cl:50].[Cu+2:55].[O:1]=[S:2]1(=[O:30])[CH2:3][CH2:4][N:5]([C:8](=[O:9])[c:10]2[nH:11][c:12]3[cH:13][cH:14][c:15]([C:19](=[O:20])[N:21]4[CH2:22][CH2:23][N:24]([CH:27]([CH3:28])[CH3:29])[CH2:25][CH2:26]4)[cH:16][c:17]3[cH:18]2)[CH2:6][CH2:7]1.[cH:42]1[cH:43][cH:44][n:45][cH:46][cH:47]1>>[O:1]=[S:2]1(=[O:30])[CH2:3][CH2:4][N:5]([C:8](=[O:9])[c:10]2[n:11](-[c:36]3[cH:35][cH:34][c:33]([C:31]#[N:32])[cH:38][cH:37]3)[c:12]3[cH:13][cH:14][c:15]([C:19](=[O:20])[N:21]4[CH2:22][CH2:23][N:24]([CH:27]([CH3:28])[CH3:29])[CH2:25][CH2:26]4)[cH:16][c:17]3[cH:18]2)[CH2:6][CH2:7]1.